This data is from the Open Reaction Database (ORD), a public repository of structured organic reaction records. The task is: describe an organic reaction: reactants, conditions, products, and yield Starting materials: CC(=O)Nc1ccc(S(=O)(=O)N2CCCCC2)cc1, CCOC(C)=O, ClCCl, Cl, [Na+], [OH-]. Yields the product Nc1ccc(S(=O)(=O)N2CCCCC2)cc1. RXN SMILES: [C:1](=[O:2])([CH3:3])[NH:4][c:5]1[cH:6][cH:7][c:8]([S:11](=[O:12])(=[O:13])[N:14]2[CH2:15][CH2:16][CH2:17][CH2:18][CH2:19]2)[cH:9][cH:10]1.[C:23]([O:24][CH2:25][CH3:26])(=[O:27])[CH3:28].[Cl:20][CH2:21][Cl:22].[ClH:31].[Na+:30].[OH-:29]>>[NH2:4][c:5]1[cH:6][cH:7][c:8]([S:11](=[O:12])(=[O:13])[N:14]2[CH2:15][CH2:16][CH2:17][CH2:18][CH2:19]2)[cH:9][cH:10]1. Starting materials: ClC1=C(C=C(C=C1)S(=O)(=O)N(COC)C=1C(=NC=C(C1)Cl)C(C1=C(C=CC(=C1)C)Cl)=O)C(F)(F)F (4-chloro-N-[5-chloro-2-(2-chloro-5-methyl-benzoyl)-pyridin-3-yl]-N-methoxymethyl-3-trifluoromethyl-benzenesulfonamide), O (water). Solvent: Cl (HCl), O1CCOCC1 (dioxane). Yields the product ClC1=C(C=C(C=C1)S(=O)(=O)NC=1C(=NC=C(C1)Cl)C(C1=C(C=CC(=C1)C)Cl)=O)C(F)(F)F (4-chloro-N-[5-chloro-2-(2-chloro-5-methyl-benzoyl)-pyridin-3-yl]-3-trifluoromethyl-benzene sulfonamide). Yield: 64.0%. As a reaction SMILES: [Cl:1][C:2]1[CH:7]=[CH:6][C:5]([S:8]([N:11]([C:15]2[C:16]([C:22](=[O:31])[C:23]3[CH:28]=[C:27]([CH3:29])[CH:26]=[CH:25][C:24]=3[Cl:30])=[N:17][CH:18]=[C:19]([Cl:21])[CH:20]=2)COC)(=[O:10])=[O:9])=[CH:4][C:3]=1[C:32]([F:35])([F:34])[F:33].O>Cl.O1CCOCC1>[Cl:1][C:2]1[CH:7]=[CH:6][C:5]([S:8]([NH:11][C:15]2[C:16]([C:22](=[O:31])[C:23]3[CH:28]=[C:27]([CH3:29])[CH:26]=[CH:25][C:24]=3[Cl:30])=[N:17][CH:18]=[C:19]([Cl:21])[CH:20]=2)(=[O:9])=[O:10])=[CH:4][C:3]=1[C:32]([F:34])([F:35])[F:33]. Reported procedure: A mixture of 4-chloro-N-[5-chloro-2-(2-chloro-5-methyl-benzoyl)-pyridin-3-yl]-N-methoxymethyl-3-trifluoromethyl-benzenesulfonamide (50 mg, 0.088 mmol) in 4N HCl in dioxane (4 mL) and water (1 mL) was stirred at 100° C. for overnight. The reaction mixture was cooled to room temperature, evaporated to dryness and treated with saturated aqueous NaHCO3 solution till pH 7-8. The mixture was extracted with EtOAc (2×25 mL), dried (anhydrous Na2SO4) and concentrated. The obtained residue was purified vi... Starting materials: C(C)OC(=O)NC1=NC=C(C=C1F)Cl (2-ethoxicarbonylamino-3-fluoro-5-chloropyridine), C(C)OC(C=C(C(F)(F)F)N)=O (4,4,4-trifluoro-3-amino-2-butenoic acid ethyl ester), [H-].[Na+] (sodium hydride), [H][H] (hydrogen), CI (methyl iodide). Solvent: C(C)(=O)OCC (ethyl acetate), CN1CCCC1 (N-methylpyrrolidine). Reaction conditions: time 8 hour. Yields the product FC=1C(=NC=C(C1)Cl)N1C(N(C(=CC1=O)C(F)(F)F)C)=O (1-(3-fluoro-5-chloropyridin-2-yl)-3-methyl-4-trifluoromethylpyrimidin-2,6-dione). Reaction SMILES: C(O[C:4](=[O:12])[CH:5]=[C:6]([NH2:11])[C:7]([F:10])([F:9])[F:8])C.[H-].[Na+].[H][H].C([O:19][C:20]([NH:22][C:23]1[C:28]([F:29])=[CH:27][C:26]([Cl:30])=[CH:25][N:24]=1)=O)C.[CH3:31]I>CN1CCCC1.C(OCC)(=O)C>[F:29][C:28]1[C:23]([N:22]2[C:4](=[O:12])[CH:5]=[C:6]([C:7]([F:8])([F:9])[F:10])[N:11]([CH3:31])[C:20]2=[O:19])=[N:24][CH:25]=[C:26]([Cl:30])[CH:27]=1 |f:1.2|. Procedure details: Under a nitrogen atmosphere, while cooling and stirring, a solution of 22.7 g 4,4,4-trifluoro-3-amino-2-butenoic acid ethyl ester is added dropwise to 5.1 g of a sodium hydride dispersion (60%) in 60 ml N-methylpyrrolidine at 0-5° C. and stirred at 22° C. until hydrogen evolution is complete. Then 23.7 g 2-ethoxicarbonylamino-3-fluoro-5-chloropyridine (Example H1) is added and the reaction mixture heated for about 5 hours to 120° C. The mixture is then cooled, 16.7 g methyl iodide is added dropw... Reactants: COC(=O)C=1C(=C2C=C(C(N(C2=CN1)CC1=CC=CC=C1)=O)Br)O (1-benzyl-3-bromo-5-hydroxy-2-oxo-1,2-dihydro-[1,7]naphthyridine-6-carboxylic acid methyl ester), C(#N)C1=CC=C(C=C1)B(O)O (4-cyanophenylboronic acid), [O-]P(=O)([O-])[O-].[K+].[K+].[K+] (K3PO4), O (H2O), COC=1C=CC=C(C1C=2C=CC=CC2P(C3CCCCC3)C4CCCCC4)OC (SPhos), Cl (HCl). Reagents/catalysts: CC(=O)[O-].CC(=O)[O-].[Pd+2] (Pd(OAc)2). Solvent: [Cl-].[Na+].O (brine), CCOC(=O)C (EtOAc), C1(=CC=CC=C1)C (toluene). Conditions: temperature 100 celsius. Product: COC(=O)C=1C(=C2C=C(C(N(C2=CN1)CC1=CC=CC=C1)=O)C1=CC=C(C=C1)C#N)O (1-Benzyl-3-(4-cyano-phenyl)-5-hydroxy-2-oxo-1,2-dihydro-[1,7]naphthyridine-6-carboxylic acid methyl ester). Yield: 47.2%. RXN SMILES: [CH3:1][O:2][C:3]([C:5]1[C:6]([OH:24])=[C:7]2[C:12](=[CH:13][N:14]=1)[N:11]([CH2:15][C:16]1[CH:21]=[CH:20][CH:19]=[CH:18][CH:17]=1)[C:10](=[O:22])[C:9](Br)=[CH:8]2)=[O:4].[C:25]([C:27]1[CH:32]=[CH:31][C:30](B(O)O)=[CH:29][CH:28]=1)#[N:26].[O-]P([O-])([O-])=O.[K+].[K+].[K+].O.COC1C=CC=C(OC)C=1C1C=CC=CC=1P(C1CCCCC1)C1CCCCC1.Cl>C1(C)C=CC=CC=1.[Cl-].[Na+].O.CC([O-])=O.CC([O-])=O.[Pd+2].CCOC(C)=O>[CH3:1][O:2][C:3]([C:5]1[C:6]([OH:24])=[C:7]2[C:12](=[CH:13][N:14]=1)[N:11]([CH2:15][C:16]1[CH:21]=[CH:20][CH:19]=[CH:18][CH:17]=1)[C:10](=[O:22])[C:9]([C:30]1[CH:31]=[CH:32][C:27]([C:25]#[N:26])=[CH:28][CH:29]=1)=[CH:8]2)=[O:4] |f:2.3.4.5,10.11.12,13.14.15|. Procedure details: A mixture of 1-benzyl-3-bromo-5-hydroxy-2-oxo-1,2-dihydro-[1,7]naphthyridine-6-carboxylic acid methyl ester (80 mg, 0.206 mmol), 4-cyanophenylboronic acid (45 mg, 0.308 mmol), K3PO4 (87 mg, 0.411 mmol), H2O (7.4 mg, 0.411 mmol), SPhos (5.1 mg, 0.0123 mmol) and Pd(OAc)2 (4.2 mg, 0.00617 mmol) in toluene (3 mL) was heated at 100° C. under nitrogen atmosphere for 16 h. After the mixture was cooled to r.t., brine (10 mL) and EtOAc (20 mL) were added. 1 M HCl was added with stirring until pH was abou... Isolated yield 132.4%. Reaction SMILES: [Cl:1][C:2]1[CH:3]=[CH:4][C:5]([C:23]#[N:24])=[C:6]2[C:10]=1[N:9]=[C:8]1[N:11]([C:15]3[CH:20]=[CH:19][C:18]([Cl:21])=[CH:17][C:16]=3[Cl:22])[CH2:12][CH2:13][CH2:14][N:7]21.[CH2:25]([Mg]Br)[CH3:26].[BH4-].[Na+].O>O1CCCC1.CC(O)C>[Cl:1][C:2]1[C:10]2[N:9]=[C:8]3[N:11]([C:15]4[CH:20]=[CH:19][C:18]([Cl:21])=[CH:17][C:16]=4[Cl:22])[CH2:12][CH2:13][CH2:14][N:7]3[C:6]=2[C:5]([CH:23]([NH2:24])[CH2:25][CH3:26])=[CH:4][CH:3]=1 |f:2.3|. The reactants are ClC=1C=CC(=C2N3C(=NC21)N(CCC3)C3=C(C=C(C=C3)Cl)Cl)C#N (9-chloro-1-(2,4-dichlorophenyl)-1,2,3,4-tetrahydropyrimido[1,2-a]benzimidazole-6-carbonitrile), C(C)[Mg]Br (ethylmagnesium bromide), [BH4-].[Na+] (sodium tetrahydroborate), O (water). Product: ClC1=CC=C(C=2N3C(=NC21)N(CCC3)C3=C(C=C(C=C3)Cl)Cl)C(CC)N (1-[9-Chloro-1-(2,4-dichlorophenyl)-1,2,3,4-tetrahydropyrimido[1,2-a]benzimidazol-6-yl]propan-1-amine). Run in O1CCCC1 (tetrahydrofuran), CC(C)O (2-propanol). Procedure: To a solution of 9-chloro-1-(2,4-dichlorophenyl)-1,2,3,4-tetrahydropyrimido[1,2-a]benzimidazole-6-carbonitrile (1.496 g, 3.096 mmol) in tetrahydrofuran (40 mL) was added ethylmagnesium bromide (3.0 M solution in diethyl ether, 13.2 mL, 39.6 mmol) at 0° C. The reaction mixture was stirred at 50° C. for 4 hr, then the mixture was cooled to room temperature. A suspension of sodium tetrahydroborate (3.0 g, 79.3 mmol) in 2-propanol (40 mL) was added to the reaction mixture at room temperature. After ... Run at temperature 50 celsius, time 4 hour.